Dataset: the Open Reaction Database (ORD), a public repository of structured organic reaction records. Task: describe an organic reaction: reactants, conditions, products, and yield Starting materials: C(=O)(OC)COC1=CC=C(C=C1)CC(C)=O (1-(4-carbomethoxymethoxyphenyl) propan-2-one), OC(CN)C1=C(C=CC=C1)F (2-hydroxy-2-(2-fluorophenyl) ethanamine). Yields the product C(=O)(OC)COC1=CC=C(C=C1)CC(C)NCC(C1=C(C=CC=C1)F)O (N-[2-(4-Carbomethoxymethoxyphenyl)-1-methylethyl]-2-hydroxy-2-(2-fluorophenyl) ethanamine). As a reaction SMILES: [C:1]([CH2:5][O:6][C:7]1[CH:12]=[CH:11][C:10]([CH2:13][C:14](=O)[CH3:15])=[CH:9][CH:8]=1)([O:3][CH3:4])=[O:2].[OH:17][CH:18]([C:21]1[CH:26]=[CH:25][CH:24]=[CH:23][C:22]=1[F:27])[CH2:19][NH2:20]>>[C:1]([CH2:5][O:6][C:7]1[CH:12]=[CH:11][C:10]([CH2:13][CH:14]([NH:20][CH2:19][CH:18]([OH:17])[C:21]2[CH:26]=[CH:25][CH:24]=[CH:23][C:22]=2[F:27])[CH3:15])=[CH:9][CH:8]=1)([O:3][CH3:4])=[O:2]. Reported procedure: The compound was prepared as in Example 5 from 1-(4-carbomethoxymethoxyphenyl) propan-2-one (2.22 g) and 2-hydroxy-2-(2-fluorophenyl) ethanamine (1.55 g), and crystallised from hexane m.p. 60°-80° as a 55:45 mixture of diastereoisomers. Reactants: Cc1ccccc1, CCO, [Na+], [Na+], O=C([O-])[O-], Oc1cccc(I)c1, OB(O)c1ccccc1. Yields the product Oc1cccc(-c2ccccc2)c1. Reaction SMILES: [CH3:24][c:25]1[cH:26][cH:27][cH:28][cH:29][cH:30]1.[CH3:31][CH2:32][OH:33].[Na+:18].[Na+:19].[O-:20][C:21](=[O:22])[O-:23].[OH:1][c:2]1[cH:3][cH:4][cH:5][c:6]([I:7])[cH:8]1.[OH:9][B:10]([OH:11])[c:12]1[cH:13][cH:14][cH:15][cH:16][cH:17]1>>[OH:1][c:2]1[cH:3][cH:4][cH:5][c:6](-[c:12]2[cH:13][cH:14][cH:15][cH:16][cH:17]2)[cH:8]1. Reactants: CCOC(=O)c1[nH]c(CC)c(C#N)c1-c1ccc(Br)cc1, O=C([O-])[O-], CC(C)=O, CI, [K+], [K+], O. The product is CCOC(=O)c1c(-c2ccc(Br)cc2)c(C#N)c(CC)n1C. Reaction SMILES: [Br:1][c:2]1[cH:3][cH:4][c:5](-[c:8]2[c:9]([C:17](=[O:18])[O:19][CH2:20][CH3:21])[nH:10][c:11]([CH2:15][CH3:16])[c:12]2[C:13]#[N:14])[cH:6][cH:7]1.[C:25](=[O:26])([O-:27])[O-:28].[CH3:31][C:32](=[O:33])[CH3:34].[I:23][CH3:24].[K+:29].[K+:30].[OH2:22]>>[Br:1][c:2]1[cH:3][cH:4][c:5](-[c:8]2[c:9]([C:17](=[O:18])[O:19][CH2:20][CH3:21])[n:10]([CH3:25])[c:11]([CH2:15][CH3:16])[c:12]2[C:13]#[N:14])[cH:6][cH:7]1. The reactants are C1CCOC1, COc1cccc(C=Cc2nc3sccn3c(=O)c2I)c1OCC1CC1, [Cs+], [F-], OB(O)c1ccc(O)cc1. The product is COc1cccc(C=Cc2nc3sccn3c(=O)c2-c2ccc(O)cc2)c1OCC1CC1. Reaction SMILES: [CH2:39]1[O:40][CH2:41][CH2:42][CH2:43]1.[CH:1]1([CH2:4][O:5][c:6]2[c:7]([CH:14]=[CH:15][c:16]3[n:17][c:18]4[n:19]([c:20](=[O:23])[c:21]3[I:22])[cH:24][cH:25][s:26]4)[cH:8][cH:9][cH:10][c:11]2[O:12][CH3:13])[CH2:2][CH2:3]1.[Cs+:38].[F-:37].[OH:27][c:28]1[cH:29][cH:30][c:31]([B:34]([OH:35])[OH:36])[cH:32][cH:33]1>>[CH:1]1([CH2:4][O:5][c:6]2[c:7]([CH:14]=[CH:15][c:16]3[n:17][c:18]4[n:19]([c:20](=[O:23])[c:21]3-[c:31]3[cH:30][cH:29][c:28]([OH:27])[cH:33][cH:32]3)[cH:24][cH:25][s:26]4)[cH:8][cH:9][cH:10][c:11]2[O:12][CH3:13])[CH2:2][CH2:3]1.